This data is from the Open Reaction Database (ORD), a public repository of structured organic reaction records. The task is: describe an organic reaction: reactants, conditions, products, and yield Reactants: C(C)(=O)Cl (acetyl chloride), CC=1C=C(C=CC1OC)C=C1OC2=C(C1=O)C=CC(=C2)O (2-[(3-methyl-4-methoxyphenyl)methylene]-6-hydroxy-3(2H)- benzofuranone), C(C)(=O)OCC (ethyl acetate). Solvent: N1=CC=CC=C1 (pyridine). Product: CC=1C=C(C=CC1OC)C=C1OC2=C(C1=O)C=CC(=C2)OC(C)=O (2-[(3-methyl-4-methoxyphenyl)methylene]-6-acetoxy-3(2H)-benzofuranone). Reaction SMILES: [CH3:1][C:2]1[CH:3]=[C:4]([CH:10]=[C:11]2[C:15](=[O:16])[C:14]3[CH:17]=[CH:18][C:19]([OH:21])=[CH:20][C:13]=3[O:12]2)[CH:5]=[CH:6][C:7]=1[O:8][CH3:9].[C:22](Cl)(=[O:24])[CH3:23].C(OCC)(=O)C>N1C=CC=CC=1>[CH3:1][C:2]1[CH:3]=[C:4]([CH:10]=[C:11]2[C:15](=[O:16])[C:14]3[CH:17]=[CH:18][C:19]([O:21][C:22](=[O:24])[CH3:23])=[CH:20][C:13]=3[O:12]2)[CH:5]=[CH:6][C:7]=1[O:8][CH3:9]. Procedure: After 2-[(3-methyl-4-methoxyphenyl)methylene]-6-hydroxy-3(2H)- benzofuranone 0.5 g was dissolved in pyridine 5 ml, acetyl chloride 0.2 ml was added, and the mixture was refluxed for 1.5 hours. The solution was cooled to room temperature, ethyl acetate 50 ml was added, and the mixture was washed with 2N-hydrochloric acid 50 ml twice. After the ethyl acetate solution was dehydrated with anhydrous magnesium sulfate, it was concentrated under reduced pressure. The residue was fractionated by silica ... Starting materials: C(C=C)OC=1C(=C(C(=C(C1)F)F)NC1=C(C=C(C=C1)Br)F)[N+](=O)[O-] ((3-allyloxy-5,6-difluoro-2-nitro-phenyl)-(4-bromo-2-fluoro-phenyl)-amine), C(C=C)OC=1C(=C(C(=C(C1)F)F)NC1=C(C=C(C=C1)Br)F)[N+](=O)[O-] ((3-allyloxy-5,6-difluoro-2-nitro-phenyl)-(4-bromo-2-fluoro-phenyl)-amine), [O-]S(=O)S(=O)[O-].[Na+].[Na+] (Na2S2O4). The solvent is C(C)O (ethanol), O (water). Run at temperature 70 celsius. Product: C(C=C)OC=1C=C(C(=C(C1N)NC1=C(C=C(C=C1)Br)F)F)F (6-allyloxy-N2-(4-bromo-2-fluoro-phenyl)-3,4-difluoro-benzene-1,2-diamine). The yield is 99.3%. RXN SMILES: [CH2:1]([O:4][C:5]1[C:6]([N+:22]([O-])=O)=[C:7]([NH:13][C:14]2[CH:19]=[CH:18][C:17]([Br:20])=[CH:16][C:15]=2[F:21])[C:8]([F:12])=[C:9]([F:11])[CH:10]=1)[CH:2]=[CH2:3].[O-]S(S([O-])=O)=O.[Na+].[Na+]>C(O)C.O>[CH2:1]([O:4][C:5]1[CH:10]=[C:9]([F:11])[C:8]([F:12])=[C:7]([NH:13][C:14]2[CH:19]=[CH:18][C:17]([Br:20])=[CH:16][C:15]=2[F:21])[C:6]=1[NH2:22])[CH:2]=[CH2:3] |f:1.2.3|. Reported procedure: A suspension of (3-allyloxy-5,6-difluoro-2-nitro-phenyl)-(4-bromo-2-fluoro-phenyl)-amine (Intermediate 8, 0.7 g, 1.7 mmol) in ethanol (12 mL) was stirred at 70° C. to obtain a clear solution. To this hot solution, was added a freshly prepared solution of Na2S2O4 (0.9 g, 5.2 mmol) in water (1.9 mL) and stirred the reaction mixture at 90° C. for 1 h. The progress of reaction was monitored by TLC. After completion, the solvent was removed under reduced pressure. The residue was dissolved in ethyl a... The reactants are FC1=C(C=C(C=C1)OC)C1=C(C=C(C=C1)C(=O)OC)I (Methyl 2′-fluoro-2-iodo-5′-(methyloxy)-1,1′-biphenyl-4-carboxylate), CN(C)C=O (DMF), C/1(=C/CCCCCC1)\B1OC(C(O1)(C)C)(C)C ((Z)-2-cyclooctenyl-4,4,5,5-tetramethyl-1,3,2-dioxaborolane), C([O-])([O-])=O.[K+].[K+] (potassium carbonate). The reagents and catalysts are C=1C=CC(=CC1)[P](C=2C=CC=CC2)(C=3C=CC=CC3)[Pd]([P](C=4C=CC=CC4)(C=5C=CC=CC5)C=6C=CC=CC6)([P](C=7C=CC=CC7)(C=8C=CC=CC8)C=9C=CC=CC9)[P](C=1C=CC=CC1)(C=1C=CC=CC1)C=1C=CC=CC1 (tetrakis(triphenylphosphine)palladium). Run in [Cl-].[Na+].O (brine). Run at temperature 90 celsius. Product: C1(=CCCCCCC1)C1=C(C=CC(=C1)C(=O)OC)C1=C(C=CC(=C1)OC)F (Methyl 2-(1-cycloocten-1-yl)-2′-fluoro-5′-(methyloxy)-1,1′-biphenyl-4-carboxylate). Yield: 50.0%. As a reaction SMILES: [F:1][C:2]1[CH:7]=[CH:6][C:5]([O:8][CH3:9])=[CH:4][C:3]=1[C:10]1[CH:15]=[CH:14][C:13]([C:16]([O:18][CH3:19])=[O:17])=[CH:12][C:11]=1I.CN(C=O)C.[C:26]1(B2OC(C)(C)C(C)(C)O2)=[CH:27][CH2:28][CH2:29][CH2:30][CH2:31][CH2:32][CH2:33]1.C(=O)([O-])[O-].[K+].[K+]>[Cl-].[Na+].O.C1C=CC([P]([Pd]([P](C2C=CC=CC=2)(C2C=CC=CC=2)C2C=CC=CC=2)([P](C2C=CC=CC=2)(C2C=CC=CC=2)C2C=CC=CC=2)[P](C2C=CC=CC=2)(C2C=CC=CC=2)C2C=CC=CC=2)(C2C=CC=CC=2)C2C=CC=CC=2)=CC=1>[C:26]1([C:11]2[CH:12]=[C:13]([C:16]([O:18][CH3:19])=[O:17])[CH:14]=[CH:15][C:10]=2[C:3]2[CH:4]=[C:5]([O:8][CH3:9])[CH:6]=[CH:7][C:2]=2[F:1])[CH2:27][CH2:28][CH2:29][CH2:30][CH2:31][CH2:32][CH:33]=1 |f:3.4.5,6.7.8,^1:55,57,76,95|. Procedure details: To a stirred solution of 66.15D (0.750 g, 1.9 mmol) in DMF (4.00 mL, 52 mmol) at 23° C. was added (Z)-2-cyclooctenyl-4,4,5,5-tetramethyl-1,3,2-dioxaborolane 66.16C (0.92 g, 3.9 mmol), potassium carbonate (0.81 g, 5.8 mmol), and then tetrakis(triphenylphosphine)palladium (0.22 g, 0.19 mmol). The mixture was heated at 90° C. for 19 hours and then cooled to room temperature. The reaction was diluted with brine and extracted three times with EtOAc. After drying over anhydrous magnesium sulfate and f...